This data is from the Open Reaction Database (ORD), a public repository of structured organic reaction records. The task is: describe an organic reaction: reactants, conditions, products, and yield Starting materials: CC(C)([O-])C.[K+] (potassium t-butoxide), C(C)OC(COC=1C=CC=C2N=C3CCCCC3=C(C12)N)=O (Ethyl[(9-amino-1,2,3,4-tetrahydroacridin-8-yl)oxy]acetate), [Cl-].[NH4+] (ammonium chloride). Solvent: O1CCCC1 (tetrahydrofuran). Reaction conditions: time 1 hour. The product is N1C(COC2=C3C1=C1CCCCC1=NC3=CC=C2)=O (1,3,9,10,11,12-Hexahydro-2-H-quino-[4,3,2-ef][1,4]benzoxazepin-2-one). Yield: 82.7%. RXN SMILES: C([O:3][C:4](=O)[CH2:5][O:6][C:7]1[CH:8]=[CH:9][CH:10]=[C:11]2[C:20]=1[C:19]([NH2:21])=[C:18]1[C:13]([CH2:14][CH2:15][CH2:16][CH2:17]1)=[N:12]2)C.CC(C)([O-])C.[K+].[Cl-].[NH4+]>O1CCCC1>[NH:21]1[C:19]2=[C:18]3[C:13](=[N:12][C:11]4=[CH:10][CH:9]=[CH:8][C:7](=[C:20]24)[O:6][CH2:5][C:4]1=[O:3])[CH2:14][CH2:15][CH2:16][CH2:17]3 |f:1.2,3.4|. Procedure details: Ethyl[(9-amino-1,2,3,4-tetrahydroacridin-8-yl)oxy]acetate (14.50 g) was dissolved in dry tetrahydrofuran (350 ml) and potassium t-butoxide (6.0 g) was added. After stirring for 1 hr, 100 ml saturated ammonium chloride solution (100 ml) was added, and stirring was continued for 30 min. The reaction mixture was evaporated under reduced pressure. The solid was collected and washed with water to give 10.15 g (82.65%) of product, mp 201°-202° C. The reactants are Cl (hydrochloric acid), Cl.CO (hydrogen chloride methanol), C(C1=CC=CC=C1)(=O)C=1C=C(C(=O)O)C=CC1 (3-benzoylbenzoic acid), [Na] (sodium). Solvent: CC(=O)C (acetone). Reaction conditions: time 8 hour. Product: OC(C1=CC(=CC=C1)C(=O)OC)C1=CC=CC=C1 (methyl a-hydroxy-a-phenyl-m-toluate). RXN SMILES: Cl.[CH3:2]O.[C:4]([C:12]1[CH:13]=[C:14]([CH:18]=[CH:19][CH:20]=1)[C:15]([OH:17])=[O:16])(=[O:11])[C:5]1[CH:10]=[CH:9][CH:8]=[CH:7][CH:6]=1.[Na].Cl>CC(C)=O>[OH:11][CH:4]([C:5]1[CH:6]=[CH:7][CH:8]=[CH:9][CH:10]=1)[C:12]1[CH:20]=[CH:19][CH:18]=[C:14]([C:15]([O:17][CH3:2])=[O:16])[CH:13]=1 |f:0.1,^1:20|. Procedure: 25 ml of 10% hydrogen chloride-methanol was added to 1.95 g (8.62 mmol) of 3-benzoylbenzoic acid and the mixture was stirred overnight at room temperature. The reaction mixture was concentrated under reduced pressure. The resulting residue was dissolved in ethyl acetate, washed with a sodium hydrogencarbonate aqueous solution and brine, and dried (MgSO4). The solvent was distilled off and the residue was dissolved in 20 ml of methanol. Under ice-cooling, 0.32 g (8,41 mmol) of sodium boronhydride... Reported procedure: The procedure described in Example 24 was repeated, but using 0.88 g of 3-(pyrrolidin-1-ylmethyl)morpholine, 2.0 ml of triethylamine and 1.0 g of 5,6-dichloro-3-oxoindan-1-carbonyl chloride, to afford 0.66 g of the title compound, melting at 250°-257° C. (dec.). Isolated yield 80.2%. Yields the product Cl.ClC=1C=C2C(CC(C2=CC1Cl)C(=O)N1C(COCC1)CN1CCCC1)=O (4-(5,6-dichloro-3-oxoindan-1-carbonyl)-3-(pyrrolidin-1-ylmethyl)morpholine hydrochloride). Starting materials: N1(CCCC1)CC1NCCOC1 (3-(pyrrolidin-1-ylmethyl)morpholine), ClC=1C=C2C(CC(C2=CC1Cl)C(=O)Cl)=O (5,6-dichloro-3-oxoindan-1-carbonyl chloride). The solvent is C(C)N(CC)CC (triethylamine). RXN SMILES: [N:1]1([CH2:6][CH:7]2[CH2:12][O:11][CH2:10][CH2:9][NH:8]2)[CH2:5][CH2:4][CH2:3][CH2:2]1.[Cl:13][C:14]1[CH:15]=[C:16]2[C:20](=[CH:21][C:22]=1[Cl:23])[CH:19]([C:24](Cl)=[O:25])[CH2:18][C:17]2=[O:27]>C(N(CC)CC)C>[ClH:13].[Cl:13][C:14]1[CH:15]=[C:16]2[C:20](=[CH:21][C:22]=1[Cl:23])[CH:19]([C:24]([N:8]1[CH2:9][CH2:10][O:11][CH2:12][CH:7]1[CH2:6][N:1]1[CH2:2][CH2:3][CH2:4][CH2:5]1)=[O:25])[CH2:18][C:17]2=[O:27] |f:3.4|. Reactants: [Br-], [Br-], [Br-], [Br-], C1CCOC1, ClCCl, CNc1nccc(-c2cccnc2Oc2cc(C(=O)Cl)ccc2C)n1, COc1ccccc1, [Mg+2], [Mg+2]. The product is CNc1nccc(-c2cccnc2Oc2cc(C(=O)c3ccccc3OC)ccc2C)n1. As a reaction SMILES: [Br-:39].[Br-:41].[Br-:42].[Br-:44].[CH2:26]1[O:27][CH2:28][CH2:29][CH2:30]1.[CH2:45]([Cl:46])[Cl:47].[CH3:1][c:2]1[c:3]([O:11][c:12]2[n:13][cH:14][cH:15][cH:16][c:17]2-[c:18]2[n:19][c:20]([NH:24][CH3:25])[n:21][cH:22][cH:23]2)[cH:4][c:5]([C:6](=[O:7])[Cl:8])[cH:9][cH:10]1.[CH3:31][O:32][c:33]1[cH:34][cH:35][cH:36][cH:37][cH:38]1.[Mg+2:40].[Mg+2:43]>>[CH3:1][c:2]1[c:3]([O:11][c:12]2[n:13][cH:14][cH:15][cH:16][c:17]2-[c:18]2[n:19][c:20]([NH:24][CH3:25])[n:21][cH:22][cH:23]2)[cH:4][c:5]([C:6](=[O:7])[c:34]2[c:33]([O:32][CH3:31])[cH:38][cH:37][cH:36][cH:35]2)[cH:9][cH:10]1. Reactants: [N+](=O)([O-])C=1C=C(C=O)C=CC1 (3-nitrobenzaldehyde), C(C)OC(CC(=O)COC(C)=O)=O (γ-acetoxyacetoacetic acid ethyl ester), C(C)OC(\C=C(\C)/N)=O (β-aminocrotonic acid ethyl ester). Solvent: C(C)O (ethanol). The product is C(C)OC(=O)C1=C(NC(=C(C1C1=CC(=CC=C1)[N+](=O)[O-])C(=O)OCC)C)COC(C)=O (2-Acetoxymethyl-6-methyl-4-(3'-nitrophenyl)-1,4-dihydropyridine-3,5-dicarboxylic acid diethyl ester). RXN SMILES: [N+:1]([C:4]1[CH:5]=[C:6]([CH:9]=[CH:10][CH:11]=1)[CH:7]=O)([O-:3])=[O:2].[CH2:12]([O:14][C:15](=[O:24])[CH2:16][C:17]([CH2:19][O:20][C:21](=[O:23])[CH3:22])=O)[CH3:13].[CH2:25]([O:27][C:28](=[O:33])/[CH:29]=[C:30](\[NH2:32])/[CH3:31])[CH3:26]>C(O)C>[CH2:12]([O:14][C:15]([C:16]1[CH:7]([C:6]2[CH:9]=[CH:10][CH:11]=[C:4]([N+:1]([O-:3])=[O:2])[CH:5]=2)[C:29]([C:28]([O:27][CH2:25][CH3:26])=[O:33])=[C:30]([CH3:31])[NH:32][C:17]=1[CH2:19][O:20][C:21](=[O:23])[CH3:22])=[O:24])[CH3:13]. Procedure: 7.5 g of 3-nitrobenzaldehyde, 9.4 g of γ-acetoxyacetoacetic acid ethyl ester and 6.5 g of β-aminocrotonic acid ethyl ester in 40 ccs of ethanol are heated under reflux for 20 hours, the mixture is cooled and the precipitate is filtered off. The reactants are CC(=O)c1ccc(-c2ccccc2)cc1, CCOC(=O)CP(=O)(OCC)OCC, CCO, [Na]. Yields the product CCOC(=O)C=C(C)c1ccc(-c2ccccc2)cc1. RXN SMILES: [C:16]([CH3:17])(=[O:18])[c:19]1[cH:20][cH:21][c:22](-[c:25]2[cH:26][cH:27][cH:28][cH:29][cH:30]2)[cH:23][cH:24]1.[CH3:2][CH2:3][O:4][C:5](=[O:6])[CH2:7][P:8]([O:9][CH2:10][CH3:11])([O:12][CH2:13][CH3:14])=[O:15].[CH3:31][CH2:32][OH:33].[Na:1]>>[CH3:2][CH2:3][O:4][C:5](=[O:6])[CH:7]=[C:16]([CH3:17])[c:19]1[cH:20][cH:21][c:22](-[c:25]2[cH:26][cH:27][cH:28][cH:29][cH:30]2)[cH:23][cH:24]1. Starting materials: CC(N=C=NC(C)C)C (DIPC), ClC=1C=CC(=C(C1)C1=NNC=C1C#CC1=CC=C(C=C1)NC(=O)[C@H]1NCCCC1)O (Piperidine-2(S)-carboxylic acid {4-[3-(5-chloro-2-hydroxy-phenyl)-1H-pyrazol-4-ylethynyl]-phenyl}-amide), N([C@H](C1=CC=CC=C1)C(=O)O)C(=O)OC(C)(C)C (BOC-D-Phg-OH), resultant mixture. The solvent is C1CCOC1 (THF). Reaction conditions: time 8 hour. The product is C(C)(C)(C)OC(N[C@@H](C(=O)N1[C@@H](CCCC1)C(NC1=CC=C(C=C1)C#CC=1C(=NNC1)C1=C(C=CC(=C1)Cl)O)=O)C1=CC=CC=C1)=O ([2(S)-(2-{4-[3-(5-Chloro-2-hydroxy-phenyl)-1H-pyrazol-4-ylethynyl]-phenylcarbamoyl}-piperidin-1-yl)-2-oxo-1(R)-phenyl-ethyl]-carbamic acid tert-butyl ester). The yield is 37.9%. Reaction SMILES: [Cl:1][C:2]1[CH:3]=[CH:4][C:5]([OH:30])=[C:6]([C:8]2[C:12]([C:13]#[C:14][C:15]3[CH:20]=[CH:19][C:18]([NH:21][C:22]([C@@H:24]4[CH2:29][CH2:28][CH2:27][CH2:26][NH:25]4)=[O:23])=[CH:17][CH:16]=3)=[CH:11][NH:10][N:9]=2)[CH:7]=1.[NH:31]([C:42]([O:44][C:45]([CH3:48])([CH3:47])[CH3:46])=[O:43])[C@@H:32]([C:39](O)=[O:40])[C:33]1[CH:38]=[CH:37][CH:36]=[CH:35][CH:34]=1.CC(C)N=C=NC(C)C>C1COCC1>[C:45]([O:44][C:42](=[O:43])[NH:31][C@H:32]([C:33]1[CH:34]=[CH:35][CH:36]=[CH:37][CH:38]=1)[C:39]([N:25]1[CH2:26][CH2:27][CH2:28][CH2:29][C@H:24]1[C:22](=[O:23])[NH:21][C:18]1[CH:17]=[CH:16][C:15]([C:14]#[C:13][C:12]2[C:8]([C:6]3[CH:7]=[C:2]([Cl:1])[CH:3]=[CH:4][C:5]=3[OH:30])=[N:9][NH:10][CH:11]=2)=[CH:20][CH:19]=1)=[O:40])([CH3:48])([CH3:46])[CH3:47]. Reported procedure: To a mixture of compound 26A (468 mg, 1.11 mmol) and BOC-D-Phg-OH (11A, 280 mg, 1.11 mmol) was added anhydrous THF (10 mL) and the resultant mixture was stirred at rt for 5 min. DIPC (0.258 mL, 1.67 mmol) was added slowly at rt. The reaction mixture was stirred at rt overnight. Solvent was removed. The residua were dissolved in a small amount of ethyl acetate. Solid was removed by filtration. The filtrate was purified by silica column chromatography eluting with hexanes-ethyl acetate (v/v 3/1, 2... Reactants: C1CCCCC1 (cyclohexane), C(C1=CC=CC=C1)=O (benzaldehyde), C1(=CC=C(C=C1)S(=O)(=O)O)C (para-toluenesulfonic acid), C(CC)S (n-propyl mercaptan). The solvent is O (water). Conditions: time 25 minute. Product: C(CC)SC(C1=CC=CC=C1)SCCC (BENZALDEHYDE DIPROPYL MERCAPTAL). Reaction SMILES: C1CCCCC1.C1(C)C=C[C:10]([S:13](O)(=O)=O)=[CH:9][CH:8]=1.[CH2:18]([SH:21])[CH2:19][CH3:20].[CH:22](=O)[C:23]1[CH:28]=[CH:27][CH:26]=[CH:25][CH:24]=1>O>[CH2:18]([S:21][CH:22]([S:13][CH2:10][CH2:9][CH3:8])[C:23]1[CH:28]=[CH:27][CH:26]=[CH:25][CH:24]=1)[CH2:19][CH3:20]. Procedure: Into a 100 cc reaction flask equipped with reflux condenser, magnetic stirring bar, and hot plate equipped with magnetic stirring apparatus is placed 10 ml cyclohexane, 0.5 grams of para-toluenesulfonic acid and 15.2 grams (0.2 moles) of n-propyl mercaptan. Over a period of 25 minutes with stirring is added 10.6 grams (0.1 moles) of benzaldehyde. The reaction mass is heated to reflux with stirring and refluxed for a period of 7 hours. During the refluxing, water of reaction is removed. At the en... The reactants are BrBr (Bromine), C1(O)=CC(O)=CC=C1 (resorcinol). Run in ClCCl (dichloromethane), ClCCl (dichloromethane). Reaction conditions: time 1 hour. The product is BrC1=C(O)C=CC=C1O (2-bromoresorcinol). As a reaction SMILES: [Br:1]Br.[C:3]1([CH:10]=[CH:9][CH:8]=[C:6]([OH:7])[CH:5]=1)[OH:4]>ClCCl>[Br:1][C:5]1[C:6]([OH:7])=[CH:8][CH:9]=[CH:10][C:3]=1[OH:4]. Procedure: Bromine (0.363 L) was added dropwise over 2 hours to a solution of resorcinol (250 g) in dichloromethane (3.5 L). The solution was stirred at room temperature for 18 hours at which time approximately 1 L of the dichloromethane was removed by distillation. MeOH was added and the distillation continued in this manner until all of the dichloromethane was removed and the solution contained approximately 1.5 L of MeOH. To this was added a solution of NaOH (181.5 g) and Na2SO3 (573 g) in H2O (7.5 L). ... The product is C(C1=CC=CC=C1)N1C(C(=CC2=C(C(=NC(=C12)C#N)C(=O)NCC(C(=O)O)(C)C)O)C1=CC=CC=C1)=O (3-[(1-Benzyl-8-cyano-5-hydroxy-2-oxo-3-phenyl-1,2-dihydro-[1,7]naphthyridine-6-carbonyl)-amino]-2,2-dimethyl-propionic acid). As a reaction SMILES: C[O:2][C:3](=[O:38])[C:4]([CH3:37])([CH3:36])[CH2:5][NH:6][C:7]([C:9]1[C:10]([OH:35])=[C:11]2[C:16](=[C:17]([C:19]#[N:20])[N:18]=1)[N:15]([CH2:21][C:22]1[CH:27]=[CH:26][CH:25]=[CH:24][CH:23]=1)[C:14](=[O:28])[C:13]([C:29]1[CH:34]=[CH:33][CH:32]=[CH:31][CH:30]=1)=[CH:12]2)=[O:8].[OH-].[Na+].Cl>CO>[CH2:21]([N:15]1[C:16]2[C:11](=[C:10]([OH:35])[C:9]([C:7]([NH:6][CH2:5][C:4]([CH3:37])([CH3:36])[C:3]([OH:38])=[O:2])=[O:8])=[N:18][C:17]=2[C:19]#[N:20])[CH:12]=[C:13]([C:29]2[CH:30]=[CH:31][CH:32]=[CH:33][CH:34]=2)[C:14]1=[O:28])[C:22]1[CH:27]=[CH:26][CH:25]=[CH:24][CH:23]=1 |f:1.2|. Run in CO (MeOH). Reported procedure: A mixture of 3-[(1-benzyl-8-cyano-5-hydroxy-2-oxo-3-phenyl-1,2-dihydro-[1,7]naphthyridine-6-carbonyl)-amino]-2,2-dimethyl-propionic acid methyl ester (50 mg, 0.098 mmol), 2M NaOH (3 mL) and MeOH (3 mL) was stirred at r.t. for 1 h. 1M HCl was added to acidify the mixture, and the resulting suspension was extracted with EtOAc. The organic layer was dried over MgSO4 and concentrated. The crude product was chromatographed (0-30% EtOAc/hexanes+2% AcOH) to give 26 mg of the title compound. MS: (+) m/z... The yield is 53.4%. Reactants: COC(C(CNC(=O)C=1C(=C2C=C(C(N(C2=C(N1)C#N)CC1=CC=CC=C1)=O)C1=CC=CC=C1)O)(C)C)=O (3-[(1-benzyl-8-cyano-5-hydroxy-2-oxo-3-phenyl-1,2-dihydro-[1,7]naphthyridine-6-carbonyl)-amino]-2,2-dimethyl-propionic acid methyl ester), [OH-].[Na+] (NaOH), Cl (HCl). Conditions: time 1 hour.